Dataset: the Open Reaction Database (ORD), a public repository of structured organic reaction records. Task: describe an organic reaction: reactants, conditions, products, and yield The product is CC1=CC=C(C(=S)OC=2N=CNC2C(N)=O)C=C1 (5-carbamoyl-1H-imidazol-4-yl p-methylthiobenzoate). Procedure: 1.258 g of 5-carbamoyl-1H-imidazol-4-yl p-methylthiobenzoate was synthesized from 0.636 g of 4-carbamoylimidazolium-5 olate and 1.4 g of p-methylthiobenzoyl chloride. The yield is 96.2%. Starting materials: C(N)(=O)C=1NC=[NH+]C1[O-] (4-carbamoylimidazolium-5 olate), CC1=CC=C(C(=S)Cl)C=C1 (p-methylthiobenzoyl chloride). RXN SMILES: [C:1]([C:4]1[NH:5][CH:6]=[NH+:7][C:8]=1[O-:9])(=[O:3])[NH2:2].[CH3:10][C:11]1[CH:19]=[CH:18][C:14]([C:15](Cl)=[S:16])=[CH:13][CH:12]=1>>[CH3:10][C:11]1[CH:19]=[CH:18][C:14]([C:15]([O:9][C:8]2[N:7]=[CH:6][NH:5][C:4]=2[C:1](=[O:3])[NH2:2])=[S:16])=[CH:13][CH:12]=1. The reactants are O=C1N(C2=CC=C(N=C2C=C1)C(F)(F)F)CC(=O)O (2-(2-oxo-6-(trifluoromethyl)-1,5-naphthyridin-1(2H)-yl)acetic acid), BrC=1C(=C(SC1)N)C1=NC=NN1 (4-bromo-3-(1H-1,2,4-triazol-5-yl)thiophen-2-amine). Product: BrC=1C(=C(SC1)NC(CN1C(C=CC2=NC(=CC=C12)C(F)(F)F)=O)=O)C1=NC=NN1 (N-(4-Bromo-3-(1H-1,2,4-triazol-5-yl)thiophen-2-yl)-2-(2-oxo-6-(trifluoromethyl)-1,5-naphthyridin-1(2H)-yl)acetamide). Reaction SMILES: [O:1]=[C:2]1[CH:11]=[CH:10][C:9]2[C:4](=[CH:5][CH:6]=[C:7]([C:12]([F:15])([F:14])[F:13])[N:8]=2)[N:3]1[CH2:16][C:17]([OH:19])=O.[Br:20][C:21]1[C:22]([C:27]2[NH:31][N:30]=[CH:29][N:28]=2)=[C:23]([NH2:26])[S:24][CH:25]=1>>[Br:20][C:21]1[C:22]([C:27]2[NH:31][N:30]=[CH:29][N:28]=2)=[C:23]([NH:26][C:17](=[O:19])[CH2:16][N:3]2[C:4]3[C:9](=[N:8][C:7]([C:12]([F:13])([F:14])[F:15])=[CH:6][CH:5]=3)[CH:10]=[CH:11][C:2]2=[O:1])[S:24][CH:25]=1. Reported procedure: The title compound was prepared from 2-(2-oxo-6-(trifluoromethyl)-1,5-naphthyridin-1(2H)-yl)acetic acid (66 mg, 0.245 mmol) and 4-bromo-3-(1H-1,2,4-triazol-5-yl)thiophen-2-amine (30 mg, 0.122 mmol) according to protocol A. Retention time (min)=5.195, method [7], MS(ESI) 499.0 (M+H); 1H NMR (300 MHz, CD3OD) δ 8.26-8.21 (m, 3H), 7.96 (d, J=8.9 Hz, 1H), 7.17-7.13 (m, 2H), 5.37 (s, 2H). The reactants are BrC=1C=C2C(CC(OC2=C(C1)C=O)(C)C)(C)C (6-bromo-2,2,4,4-tetramethyl chroman-8-carbaldehyde), C(#N)[BH3-].[Na+] (sodium cyanoborohydride), C(C)#N (acetonitrile), C1(CC1)N (cyclopropyl amine). Run in ClCCl (dichloromethane), C(C)(=O)O (acetic acid). Conditions: time 5 minute. Product: BrC=1C=C2C(CC(OC2=C(C1)CNC1CC1)(C)C)(C)C (6-Bromo-8-[(cyclopropyl-amino)-methyl]-2,2,4,4-tetramethyl-chroman). Isolated yield 50.0%. As a reaction SMILES: [Br:1][C:2]1[CH:3]=[C:4]2[C:9](=[C:10]([CH:12]=O)[CH:11]=1)[O:8][C:7]([CH3:15])([CH3:14])[CH2:6][C:5]2([CH3:17])[CH3:16].C(#N)C.[CH:21]1([NH2:24])[CH2:23][CH2:22]1.C([BH3-])#N.[Na+]>ClCCl.C(O)(=O)C>[Br:1][C:2]1[CH:3]=[C:4]2[C:9](=[C:10]([CH2:12][NH:24][CH:21]3[CH2:23][CH2:22]3)[CH:11]=1)[O:8][C:7]([CH3:15])([CH3:14])[CH2:6][C:5]2([CH3:17])[CH3:16] |f:3.4|. Procedure details: A stirred, cooled (ice bath) solution of 6-bromo-2,2,4,4-tetramethyl chroman-8-carbaldehyde (U.S. Pat. No. 6,252,090, 2.4 g, 8.4 mmol) in dichloromethane (10 mL) and acetonitrile (9 mL) was treated with cyclopropyl amine (1.45 mL, 21 mmol). After 5 minutes, acetic acid (1 mL) was added followed by sodium cyanoborohydride (1.33 g, 21 mmol). The reaction mixture was stirred at ambient temperature for 2 h. The volatiles were distilled off in vacuo, the residue was diluted with water and extracted w... Starting materials: CC(C)(C)OC(=O)NCCCNC(=O)COc1cccc(CNc2nc3ccccc3n2C2OC(CO)C(O)C2O)c1, CCO, Cl. Product: NCCCNC(=O)COc1cccc(CNc2nc3ccccc3n2C2OC(CO)C(O)C2O)c1. RXN SMILES: [C:1]([O:2][C:3](=[O:4])[NH:8][CH2:9][CH2:10][CH2:11][NH:12][C:13](=[O:14])[CH2:15][O:16][c:17]1[cH:18][c:19]([CH2:20][NH:21][c:22]2[n:23][c:24]3[c:25]([n:26]2[CH:27]2[CH:28]([OH:29])[CH:30]([OH:31])[CH:32]([CH2:34][OH:35])[O:33]2)[cH:36][cH:37][cH:38][cH:39]3)[cH:40][cH:41][cH:42]1)([CH3:5])([CH3:6])[CH3:7].[CH2:43]([OH:44])[CH3:45].[ClH:46]>>[NH2:8][CH2:9][CH2:10][CH2:11][NH:12][C:13](=[O:14])[CH2:15][O:16][c:17]1[cH:18][c:19]([CH2:20][NH:21][c:22]2[n:23][c:24]3[c:25]([n:26]2[CH:27]2[CH:28]([OH:29])[CH:30]([OH:31])[CH:32]([CH2:34][OH:35])[O:33]2)[cH:36][cH:37][cH:38][cH:39]3)[cH:40][cH:41][cH:42]1. Starting materials: C(C)NC(C1=CC(=C(C=C1)NCC)[N+](=O)[O-])=O (N-ethyl-4-ethylamino-3-nitrobenzamide), C1(=CC=C(C=C1)S(=O)(=O)[O-])C.C(C1=CC=CC=C1)N1[CH2+](SC(C1=O)=C1SC2=C(N1C)C=CC=C2)SC (3-benzyl-5-(3-methyl-3H-benzothiazol-2-ylidene)-2-methylthio-4-oxo-2-thiazolium p-toluenesulfonate). The product is C(C1=CC=CC=C1)N1C(SC(C1=O)=C1SC2=C(N1C)C=CC=C2)=NC=2C=C(C(=O)NCC)C=CC2NCC (3-[3-benzyl-5-(3-methyl-3H-benzothiazol-2-ylidene)-4-oxothiazolidin-2-ylideneamino]-N-ethyl-4-ethylaminobenzamide). As a reaction SMILES: [CH2:1]([NH:3][C:4](=[O:17])[C:5]1[CH:10]=[CH:9][C:8]([NH:11][CH2:12][CH3:13])=[C:7]([N+:14]([O-])=O)[CH:6]=1)[CH3:2].C1(C)C=CC(S([O-])(=O)=O)=CC=1.[CH2:29]([N:36]1[C:40](=[O:41])[C:39](=[C:42]2[N:46]([CH3:47])[C:45]3[CH:48]=[CH:49][CH:50]=[CH:51][C:44]=3[S:43]2)[S:38][CH2+:37]1SC)[C:30]1[CH:35]=[CH:34][CH:33]=[CH:32][CH:31]=1>>[CH2:29]([N:36]1[C:40](=[O:41])[C:39](=[C:42]2[N:46]([CH3:47])[C:45]3[CH:48]=[CH:49][CH:50]=[CH:51][C:44]=3[S:43]2)[S:38][C:37]1=[N:14][C:7]1[CH:6]=[C:5]([CH:10]=[CH:9][C:8]=1[NH:11][CH2:12][CH3:13])[C:4]([NH:3][CH2:1][CH3:2])=[O:17])[C:30]1[CH:31]=[CH:32][CH:33]=[CH:34][CH:35]=1 |f:1.2|. Procedure: In a manner similar to Example 30, intermediate N-ethyl-4-ethylamino-3-nitrobenzamide was hydrogenated and then condensed with 3-benzyl-5-(3-methyl-3H-benzothiazol-2-ylidene)-2-methylthio-4-oxo-2-thiazolium p-toluenesulfonate to afford the title compound. MS(ESI): 544 (MH+).